Dataset: the Open Reaction Database (ORD), a public repository of structured organic reaction records. Task: describe an organic reaction: reactants, conditions, products, and yield Reactants: CN(C)C=O, ClCc1ccnc(Cl)c1, [H-], CC1(C)NC(=O)N(c2ccc(OC(F)(F)F)c(N)c2)C1=O, [Na+]. Yields the product CC1(C)C(=O)N(c2ccc(OC(F)(F)F)c(N)c2)C(=O)N1Cc1ccnc(Cl)c1. Reaction SMILES: [CH3:33][N:34]([CH3:35])[CH:36]=[O:37].[Cl:24][c:25]1[n:26][cH:27][cH:28][c:29]([CH2:31][Cl:32])[cH:30]1.[H-:22].[NH2:1][c:2]1[cH:3][c:4]([N:13]2[C:14](=[O:21])[NH:15][C:16]([CH3:19])([CH3:20])[C:17]2=[O:18])[cH:5][cH:6][c:7]1[O:8][C:9]([F:10])([F:11])[F:12].[Na+:23]>>[NH2:1][c:2]1[cH:3][c:4]([N:13]2[C:14](=[O:21])[N:15]([CH2:31][c:29]3[cH:28][cH:27][n:26][c:25]([Cl:24])[cH:30]3)[C:16]([CH3:19])([CH3:20])[C:17]2=[O:18])[cH:5][cH:6][c:7]1[O:8][C:9]([F:10])([F:11])[F:12]. Starting materials: ClCCl, COc1ccc(C(C(F)(F)F)C(F)(F)F)cc1C=O, CC(C)(C)OC(=O)N1CCCC(N)C1c1ccccc1, [Na+], O=C([O-])O. The product is COc1ccc(C(C(F)(F)F)C(F)(F)F)cc1CNC1CCCN(C(=O)OC(C)(C)C)C1c1ccccc1. Reaction SMILES: [Cl:45][CH2:46][Cl:47].[F:21][C:22]([CH:23]([C:24]([F:25])([F:26])[F:27])[c:28]1[cH:29][cH:30][c:31]([O:36][CH3:37])[c:32]([CH:33]=[O:34])[cH:35]1)([F:38])[F:39].[NH2:1][CH:2]1[CH:3]([c:15]2[cH:16][cH:17][cH:18][cH:19][cH:20]2)[N:4]([C:8](=[O:9])[O:10][C:11]([CH3:12])([CH3:13])[CH3:14])[CH2:5][CH2:6][CH2:7]1.[Na+:44].[O-:40][C:41]([OH:42])=[O:43]>>[NH:1]([CH:2]1[CH:3]([c:15]2[cH:16][cH:17][cH:18][cH:19][cH:20]2)[N:4]([C:8](=[O:9])[O:10][C:11]([CH3:12])([CH3:13])[CH3:14])[CH2:5][CH2:6][CH2:7]1)[CH2:33][c:32]1[c:31]([O:36][CH3:37])[cH:30][cH:29][c:28]([CH:23]([C:22]([F:21])([F:38])[F:39])[C:24]([F:25])([F:26])[F:27])[cH:35]1. Reactants: CN(C)c1nncc2cc(Br)ccc12, C=C[Sn](CCCC)(CCCC)CCCC, Cc1ccccc1, c1ccc(P(c2ccccc2)(c2ccccc2)[Pd](P(c2ccccc2)(c2ccccc2)c2ccccc2)(P(c2ccccc2)(c2ccccc2)c2ccccc2)P(c2ccccc2)(c2ccccc2)c2ccccc2)cc1. Yields the product C=Cc1ccc2c(N(C)C)nncc2c1. RXN SMILES: [Br:1][c:2]1[cH:3][c:4]2[cH:5][n:6][n:7][c:8]([N:12]([CH3:13])[CH3:14])[c:9]2[cH:10][cH:11]1.[CH2:15]([CH2:16][CH2:28][CH3:29])[Sn:17]([CH2:18][CH2:19][CH2:20][CH3:21])([CH2:22][CH2:23][CH2:24][CH3:25])[CH:26]=[CH2:27].[CH3:107][c:108]1[cH:109][cH:110][cH:111][cH:112][cH:113]1.[cH:30]1[cH:31][cH:32][c:33]([P:34]([Pd:35]([P:36]([c:37]2[cH:38][cH:39][cH:40][cH:41][cH:42]2)([c:43]2[cH:44][cH:45][cH:46][cH:47][cH:48]2)[c:49]2[cH:50][cH:51][cH:52][cH:53][cH:54]2)([P:55]([c:56]2[cH:57][cH:58][cH:59][cH:60][cH:61]2)([c:62]2[cH:63][cH:64][cH:65][cH:66][cH:67]2)[c:68]2[cH:69][cH:70][cH:71][cH:72][cH:73]2)[P:74]([c:75]2[cH:76][cH:77][cH:78][cH:79][cH:80]2)([c:81]2[cH:82][cH:83][cH:84][cH:85][cH:86]2)[c:87]2[cH:88][cH:89][cH:90][cH:91][cH:92]2)([c:93]2[cH:94][cH:95][cH:96][cH:97][cH:98]2)[c:99]2[cH:100][cH:101][cH:102][cH:103][cH:104]2)[cH:105][cH:106]1>>[c:2]1([CH:15]=[CH2:16])[cH:3][c:4]2[cH:5][n:6][n:7][c:8]([N:12]([CH3:13])[CH3:14])[c:9]2[cH:10][cH:11]1. Starting materials: C(C)O.O (ethanol water), N1=CC(=CC2=CC=CC=C12)C=CC(=O)O (3-quinolineacrylic acid), S(O)(O)(=O)=O (sulphuric acid), ClC=1C(=NC=CC1)CSCCNC1=NC=C(C(N1)=S)CC=1C=NC=CC1 (2-[2-(3-chloro-2-pyridylmethylthio)ethylamino]-5-(3-pyridylmethyl)pyrimid-4-thione). Run in C(C)O (ethanol). The product is N1=CC(=CC2=CC=CC=C12)C=CC(=O)OCC (ethyl 3-quinolineacrylate). Reaction SMILES: [N:1]1[C:10]2[C:5](=[CH:6][CH:7]=[CH:8][CH:9]=2)[CH:4]=[C:3]([CH:11]=[CH:12][C:13]([OH:15])=[O:14])[CH:2]=1.S(=O)(=O)(O)O.Cl[C:22]1C(CSCCNC2NC(=S)C(CC3C=NC=CC=3)=CN=2)=NC=C[CH:27]=1.C(O)C.O>C(O)C>[N:1]1[C:10]2[C:5](=[CH:6][CH:7]=[CH:8][CH:9]=2)[CH:4]=[C:3]([CH:11]=[CH:12][C:13]([O:15][CH2:22][CH3:27])=[O:14])[CH:2]=1 |f:3.4|. Procedure: A solution of 3-quinolineacrylic acid (63.71 g) and concentrated sulphuric acid (25 ml) in ethanol (350 ml) was refluxed for 18 hours. The product was obtained according to the procedure of Example 8 (i), giving ethyl 3-quinolineacrylate, m.p. 86.5°-88° (Ex ethanol-water). Reactants: [BH4-], CC(=O)O, CN(C)C=O, Clc1ccccc1, CC(C)(C)C(=O)C(=Cc1ccc(Cl)cc1)n1cncn1, Cl, [Na+], O. Yields the product CC(C)(C)C(O)C(=Cc1ccc(Cl)cc1)n1cncn1. As a reaction SMILES: [BH4-:5].[CH3:1][C:2](=[O:3])[OH:4].[CH3:35][N:36]([CH3:37])[CH:38]=[O:39].[Cl:28][c:29]1[cH:30][cH:31][cH:32][cH:33][cH:34]1.[Cl:7][c:8]1[cH:9][cH:10][c:11]([CH:14]=[C:15]([C:16]([C:17]([CH3:18])([CH3:19])[CH3:20])=[O:21])[n:22]2[n:23][cH:24][n:25][cH:26]2)[cH:12][cH:13]1.[ClH:27].[Na+:6].[OH2:40]>>[Cl:7][c:8]1[cH:9][cH:10][c:11]([CH:14]=[C:15]([CH:16]([C:17]([CH3:18])([CH3:19])[CH3:20])[OH:21])[n:22]2[n:23][cH:24][n:25][cH:26]2)[cH:12][cH:13]1. Reactants: Cl (HCl), [BH-](OC(=O)C)(OC(=O)C)OC(=O)C.[Na+] (NaB(OAc)3H), N1CCCC1 (pyrrolidine), CC=1C=C(C=O)C=C(C1O)C (3,5-dimethyl-4-hydroxybenzaldehyde). Solvent: C(Cl)Cl (CH2Cl2). Product: CC1=C(C(=CC(=C1)CN1CCCC1)C)O (2,6-Dimethyl-4-(pyrrolidin-1-ylmethyl)phenol). Isolated yield 82.2%. As a reaction SMILES: [BH-](OC(C)=O)(OC(C)=O)OC(C)=O.[Na+].[NH:15]1[CH2:19][CH2:18][CH2:17][CH2:16]1.[CH3:20][C:21]1[CH:22]=[C:23]([CH:26]=[C:27]([CH3:30])[C:28]=1[OH:29])[CH:24]=O.Cl>C(Cl)Cl>[CH3:20][C:21]1[CH:22]=[C:23]([CH2:24][N:15]2[CH2:19][CH2:18][CH2:17][CH2:16]2)[CH:26]=[C:27]([CH3:30])[C:28]=1[OH:29] |f:0.1|. Procedure: NaB(OAc)3H (22.1 g, 0.104 mol) was added in portions for 15 min to a mixture of pyrrolidine (8.1 mL, 0.098 mol) and 3,5-dimethyl-4-hydroxybenzaldehyde (12.5 g, 0.083 mol) in CH2Cl2 (100 mL) under vigorous stirring and cooling with an ice bath in an atmosphere of argon Ar. The mixture was stirred for 20 h and cooled with an ice bath. Concentrated HCl (19 mL) was added. The organic layer was separated and discarded. The aqueous one was alkalized with 10 N NaOH to pH 9 (30 mL) and extracted with ch...